describe an organic reaction: reactants, conditions, products, and yield From a dataset of the Open Reaction Database (ORD), a public repository of structured organic reaction records. Reactants: CSC1=NC2=C(C(=NC1)C1=CC=CC=C1)C=C(C=C2)Cl (2-(methylthio)-5-phenyl-7-chloro-3H-1,4-benzodiazepine), FCC(=O)NN (2-fluoroacetic acid hydrazide). The solvent is CN(P(N(C)C)(N(C)C)=O)C (hexamethylphosphoric acid triamide). Yields the product FCC1=NN=C2N1C1=C(C(=NC2)C2=CC=CC=C2)C=C(C=C1)Cl (1-(fluoromethyl)-6-phenyl-8-chloro-4H-s-triazolo[4,3-a][1,4]benzodiazepine). As a reaction SMILES: CS[C:3]1[CH2:9][N:8]=[C:7]([C:10]2[CH:15]=[CH:14][CH:13]=[CH:12][CH:11]=2)[C:6]2[CH:16]=[C:17]([Cl:20])[CH:18]=[CH:19][C:5]=2[N:4]=1.[F:21][CH2:22][C:23]([NH:25][NH2:26])=O>CN(C)P(=O)(N(C)C)N(C)C>[F:21][CH2:22][C:23]1[N:4]2[C:5]3[CH:19]=[CH:18][C:17]([Cl:20])=[CH:16][C:6]=3[C:7]([C:10]3[CH:15]=[CH:14][CH:13]=[CH:12][CH:11]=3)=[N:8][CH2:9][C:3]2=[N:26][N:25]=1. Procedure details: A solution of 8 g of 2-(methylthio)-5-phenyl-7-chloro-3H-1,4-benzodiazepine and 3.68 g of 2-fluoroacetic acid hydrazide [cp. M. A. Phillips, Agr.Vet.Chem. 2, 86-87 (1961), C. A. 57, 12314 (1962)] in 80 ml of hexamethylphosphoric acid triamide is heated for 8 hours at 140° The solvent is then distilled off in vacuo, and the residue distributed between methylene chloride and water. The organic phase is separated, washed with saturated aqueous sodium chloride solution, dried over magnesium sulphate... Starting materials: CN1NC(C=2[C@H]3CC[C@@](C12)(C3(C)C)C)=O ((4S,7R)-1,7,8,8-tetramethyl-1,2,4,5,6,7-hexahydro-4,7-methano-indazol-3-one), CN1NC(C=2[C@H]3CC[C@@](C12)(C3(C)C)C)=O ((4S,7R)-1,7,8,8-tetramethyl-1,2,4,5,6,7-hexahydro-4,7-methano-indazol-3-one), C(C1=CC=CC=C1)Br (benzyl bromide). The solvent is CN(C=O)C (N,N-dimethylformamide). Reaction conditions: temperature 100 celsius. Yields the product C(C1=CC=CC=C1)N1N(C=2[C@@]3(CC[C@H](C2C1=O)C3(C)C)C)C ((4S,7R)-2-benzyl-1,7,8,8-tetramethyl-1,2,4,5,6,7-hexahydro-4,7-methano-indazol-3-one). The yield is 54.8%. Reaction SMILES: [CH3:1][N:2]1[C:10]2[C@@:9]3([CH3:14])[C:11]([CH3:13])([CH3:12])[C@H:6]([CH2:7][CH2:8]3)[C:5]=2[C:4](=[O:15])[NH:3]1.[CH2:16](Br)[C:17]1[CH:22]=[CH:21][CH:20]=[CH:19][CH:18]=1>CN(C)C=O>[CH2:16]([N:3]1[C:4](=[O:15])[C:5]2[C@@H:6]3[C:11]([CH3:12])([CH3:13])[C@@:9]([CH3:14])([CH2:8][CH2:7]3)[C:10]=2[N:2]1[CH3:1])[C:17]1[CH:22]=[CH:21][CH:20]=[CH:19][CH:18]=1. Procedure details: A mixture of (4S,7R)-1,7,8,8-tetramethyl-1,2,4,5,6,7-hexahydro-4,7-methano-indazol-3-one (Intermediate 19; 100 mg, 0.49 mmol) and benzyl bromide (52 μL, 0.44 mmol) in N,N-dimethylformamide (4.5 mL) was heated at 100° C. overnight. The reaction mixture was evaporated and the residue was purified using a Biotage 40S system, eluting with 0-1% methanol/chloroform, followed by drying under high vacuum to give (4S,7R)-2-benzyl-1,7,8,8-tetramethyl-1,2,4,5,6,7-hexahydro-4,7-methano-indazol-3-one (71.5 m... Reactants: BrCCOC1=CC=C2C(=CC(OC2=C1)=O)C (7-(2'-bromo-ethyl-oxy)-4-methyl-coumarin), C(C)OP(OCC)OCC (triethylphosphite). Conditions: time 1 hour. The product is C(C)OP(OCC)(=O)CCOC1=CC=C2C(=CC(OC2=C1)=O)C (2-(4'-methyl-coumarin-7-yl-oxy)-ethyl-phosphonic acid-O,O-diethylester). RXN SMILES: Br[CH2:2][CH2:3][O:4][C:5]1[CH:14]=[C:13]2[C:8]([C:9]([CH3:16])=[CH:10][C:11](=[O:15])[O:12]2)=[CH:7][CH:6]=1.[CH2:17]([O:19][P:20]([O:24]CC)[O:21][CH2:22][CH3:23])[CH3:18]>>[CH2:17]([O:19][P:20]([CH2:2][CH2:3][O:4][C:5]1[CH:14]=[C:13]2[C:8]([C:9]([CH3:16])=[CH:10][C:11](=[O:15])[O:12]2)=[CH:7][CH:6]=1)(=[O:24])[O:21][CH2:22][CH3:23])[CH3:18]. Reported procedure: 28.32 g. (0.1 mole) 7-(2'-bromo-ethyl-oxy)-4-methyl-coumarin and 33.23 g. (0.2 mole) triethylphosphite are heated under stirring for 1 hour. The reaction mixture is then cooled. The end-product is separated from the contaminations by removing same by vacuum distillation. The bottom product is a yellow, thick, oily substance of weight 11.9 g. (0.0035 mole), nD31 =1.5619. Isolated yield 62.0%. Reported procedure: In 2 ml of ethanol was dissolved 50 g (0.17 mmol)of 5-(3,5-dimethylphenylthio)-4-isopropyl-1-methyl-1H-imidazole-2-carbaldehyde (Compound I-6), followed by addition of 36 mg (0.5 mmol)of hydroxylamine hydrochloride and 43 mg (0.5 mmol) of sodium acetate, and the mixture was stirred for 30 minutes at room temperature. To this reaction mixture, water was added, and the mixture was extracted with methylene chloride. The organic layer was washed with water, dried over sodium sulfate, and the solvent... Reaction SMILES: [CH3:1][C:2]1[CH:3]=[C:4]([S:9][C:10]2[N:14]([CH3:15])[C:13]([CH:16]=O)=[N:12][C:11]=2[CH:18]([CH3:20])[CH3:19])[CH:5]=[C:6]([CH3:8])[CH:7]=1.Cl.[NH2:22][OH:23].C([O-])(=O)C.[Na+].O>C(O)C>[CH3:1][C:2]1[CH:3]=[C:4]([S:9][C:10]2[N:14]([CH3:15])[C:13]([CH:16]=[N:22][OH:23])=[N:12][C:11]=2[CH:18]([CH3:20])[CH3:19])[CH:5]=[C:6]([CH3:8])[CH:7]=1 |f:1.2,3.4|. Reaction conditions: time 30 minute. Reactants: O (water), Cl.NO (hydroxylamine hydrochloride), C(C)(=O)[O-].[Na+] (sodium acetate), CC=1C=C(C=C(C1)C)SC1=C(N=C(N1C)C=O)C(C)C (5-(3,5-dimethylphenylthio)-4-isopropyl-1-methyl-1H-imidazole-2-carbaldehyde). The solvent is C(C)O (ethanol). The product is CC=1C=C(C=C(C1)C)SC1=C(N=C(N1C)C=NO)C(C)C (5-(3,5-Dimethylphenylthio)-4-isopropyl-1-methyl-1H-imidazole-2-carbaldehyde Oxime). The yield is 47.9%. Procedure: NaBH4 (2.7 g, 74.23 mmol) was added portionwise to an ice cold solution of phenylmethyl (3S)-3-({[(1,1-dimethylethyl)oxy]carbonyl}amino)-4-(methylamino)-4-thioxobutanoate (3.3 g, 9.36 mmol) and NiCl2.6H2O (5.1 g, 21.62 mmol) in THF (50 mL) and EtOH (50 mL) and the reaction mixture was stirred at room temperature for 2.5 days. The resulted black mixture was then filtered through a pad of Celite and the filtrate was concentrated. To this residue was added toluene (15 mL) and the solution was reflu... Conditions: time 2.5 day. Starting materials: [BH4-].[Na+] (NaBH4), ice, CC(C)(C)OC(=O)N[C@@H](CC(=O)OCC1=CC=CC=C1)C(=S)NC (phenylmethyl (3S)-3-({[(1,1-dimethylethyl)oxy]carbonyl}amino)-4-(methylamino)-4-thioxobutanoate), NiCl2.6H2O. Solvent: C1CCOC1 (THF), CCO (EtOH). RXN SMILES: [BH4-].[Na+].[CH3:3][C:4]([O:7][C:8]([NH:10][C@H:11]([C:23]([NH:25][CH3:26])=S)[CH2:12][C:13](OCC1C=CC=CC=1)=[O:14])=[O:9])([CH3:6])[CH3:5]>C1COCC1.CCO>[CH3:26][N:25]1[C:13](=[O:14])[CH2:12][C@H:11]([NH:10][C:8](=[O:9])[O:7][C:4]([CH3:6])([CH3:5])[CH3:3])[CH2:23]1 |f:0.1|. Yields the product CN1C[C@H](CC1=O)NC(OC(C)(C)C)=O (1,1-Dimethylethyl [(3S)-1-methyl-5-oxo-3-pyrrolidinyl]carbamate). Reactants: O=C([O-])[O-], CN(C)C=O, Cc1ccccc1OCCCc1oc(Cl)nc1-c1ccc(Cl)cc1, [K+], [K+], O, c1ccc(-c2ncc[nH]2)cc1. Product: Cc1ccccc1OCCCc1oc(-n2ccnc2-c2ccccc2)nc1-c1ccc(Cl)cc1. Reaction SMILES: [C:36](=[O:37])([O-:38])[O-:39].[CH3:42][N:43]([CH3:44])[CH:45]=[O:46].[Cl:1][c:2]1[o:3][c:4]([CH2:14][CH2:15][CH2:16][O:17][c:18]2[c:19]([CH3:24])[cH:20][cH:21][cH:22][cH:23]2)[c:5](-[c:7]2[cH:8][cH:9][c:10]([Cl:13])[cH:11][cH:12]2)[n:6]1.[K+:40].[K+:41].[OH2:47].[c:25]1(-[c:31]2[nH:32][cH:33][cH:34][n:35]2)[cH:26][cH:27][cH:28][cH:29][cH:30]1>>[c:2]1(-[n:32]2[c:31](-[c:25]3[cH:26][cH:27][cH:28][cH:29][cH:30]3)[n:35][cH:34][cH:33]2)[o:3][c:4]([CH2:14][CH2:15][CH2:16][O:17][c:18]2[c:19]([CH3:24])[cH:20][cH:21][cH:22][cH:23]2)[c:5](-[c:7]2[cH:8][cH:9][c:10]([Cl:13])[cH:11][cH:12]2)[n:6]1. Starting materials: ClC1=C(C=O)C(=CC=C1)O (2-chloro-6-hydroxybenzaldehyde), ClC1=CC=C(C(=O)NN)C=C1 (4-chlorobenzoic acid hydrazide), O (H2O). Run in CCO (EtOH). Reaction conditions: temperature 60 celsius. Product: ClC1=C(C(=CC=C1)O)C=NNC(C1=CC=C(C=C1)Cl)=O (4-chlorobenzoic acid [1-(2-chloro-6-hydroxyphenyl)-methylidene]-hydrazide). Yield: 95.5%. Reaction SMILES: [Cl:1][C:2]1[CH:9]=[CH:8][CH:7]=[C:6]([OH:10])[C:3]=1[CH:4]=O.[Cl:11][C:12]1[CH:21]=[CH:20][C:15]([C:16]([NH:18][NH2:19])=[O:17])=[CH:14][CH:13]=1.O>CCO>[Cl:1][C:2]1[CH:9]=[CH:8][CH:7]=[C:6]([OH:10])[C:3]=1[CH:4]=[N:19][NH:18][C:16](=[O:17])[C:15]1[CH:14]=[CH:13][C:12]([Cl:11])=[CH:21][CH:20]=1. Procedure details: A suspension of 2-chloro-6-hydroxybenzaldehyde (0.10 g, 0.64 mmol) and 4-chlorobenzoic acid hydrazide (0.10 g, 0.61 mmol) in EtOH (3 mL) was agitated and heated to 60° C. for 16 h. The reaction mixture was cooled to room temperature and H2O (1-2 mL) was added portionwise to precipitate the product. The solid was collected via suction filtration and rinsed with ethanol to furnish the title compound as an off-white solid (0.18 g, 95%): mp 273-277° C.; 1H NMR (400 MHz, DMSO-d6) δ 12.53 (s, 1H), 12....